From a dataset of the Open Reaction Database (ORD), a public repository of structured organic reaction records. describe an organic reaction: reactants, conditions, products, and yield Starting materials: C(=O)(OC(C)(C)C)N([C@@H]1[C@H]([C@H]([C@@H](C1)N1C2=NC(=NC(=C2N=C1)Cl)Cl)O)O)C(=O)OC(C)(C)C ((1S,2R,3S,5R)-3-(di-Boc-amino)-5-(2,6-dichloro-purin-9-yl)-cyclopentane-1,2-diol), ClC1=NC(=C2N=CN(C2=N1)[C@H]1C=C[C@H](C1)N1N=CC(=N1)CC)Cl (2,6-dichloro-9-[(1R,4S)-4-(4-ethyl-[1,2,3]triazol-2-yl)-cyclopent-2-enyl]-9H-purine). Yields the product ClC1=NC(=C2N=CN(C2=N1)[C@H]1[C@@H]([C@@H]([C@H](C1)N1N=CC(=N1)CC)O)O)Cl ((1R,2S,3R,5S)-3-(2,6-Dichloro-purin-9-yl)-5-(4-ethyl-[1,2,3]triazol-2-yl)-cyclopentane-1,2-diol). RXN SMILES: C([N:8](C(OC(C)(C)C)=O)[C@H:9]1[CH2:13][C@@H:12]([N:14]2[CH:22]=[N:21][C:20]3[C:15]2=[N:16][C:17]([Cl:24])=[N:18][C:19]=3[Cl:23])[C@H:11]([OH:25])[C@@H:10]1[OH:26])(OC(C)(C)C)=O.ClC1N=C2C(N=CN2[C@@H]2C[C@H](N3[N:53]=[C:52]([CH2:54][CH3:55])[CH:51]=[N:50]3)C=C2)=C(Cl)N=1>>[Cl:24][C:17]1[N:16]=[C:15]2[C:20]([N:21]=[CH:22][N:14]2[C@@H:12]2[CH2:13][C@H:9]([N:8]3[N:53]=[C:52]([CH2:54][CH3:55])[CH:51]=[N:50]3)[C@@H:10]([OH:26])[C@H:11]2[OH:25])=[C:19]([Cl:23])[N:18]=1. Procedure: The titled compound is prepared analogously to (1S,2R,3S,5R)-3-(di-Boc-amino)-5-(2,6-dichloro-purin-9-yl)-cyclopentane-1,2-diol (AA4) by replacing di-Boc-[(1S,4R)-4-(2,6-dichloro-purin-9-yl)-cyclopent-2-enyl]-amine with 2,6-dichloro-9-[(1R,4S)-4-(4-ethyl-[1,2,3]triazol-2-yl)-cyclopent-2-enyl]-9H-purine (Step 1). Reactants: [BH4-], CC(=O)[O-], CO, Cc1ccc(N)cc1O, [Na+], [Na+], O=Cc1ccc[nH]1. The product is Cc1ccc(NCc2ccc[nH]2)cc1O. Reaction SMILES: [BH4-:22].[CH3:18][C:19](=[O:20])[O-:21].[CH3:24][OH:25].[NH2:1][c:2]1[cH:3][cH:4][c:5]([CH3:9])[c:6]([OH:8])[cH:7]1.[Na+:17].[Na+:23].[nH:10]1[c:11]([CH:15]=[O:16])[cH:12][cH:13][cH:14]1>>[NH:1]([c:2]1[cH:3][cH:4][c:5]([CH3:9])[c:6]([OH:8])[cH:7]1)[CH2:15][c:11]1[nH:10][cH:14][cH:13][cH:12]1. Starting materials: BrC=1N=C(C(=NC1CC)N[C@H]1[C@H](CC2=CC=CC=C12)O)CC ((1R,2S)-1-[(5-bromo-3,6-diethylpyrazin-2-yl)amino]-2,3-dihydro-1H-inden-2-ol), C(C)C=1C(=NC(=CN1)CC)NC1CCC2=CC(=CC=C12)OC (3,6-diethyl-N-(5-methoxy-2,3-dihydro-1H-inden-1-yl)pyrazin-2-amine). Product: BrC=1N=C(C(=NC1CC)NC1CCC2=CC(=CC=C12)OC)CC (5-bromo-3,6-diethyl-N-(5-methoxy-2,3-dihydro-1H-inden-1-yl)pyrazin-2-amine). As a reaction SMILES: [Br:1][C:2]1[N:3]=[C:4]([CH2:21][CH3:22])[C:5]([NH:10][C@@H:11]2[C:19]3[C:14](=[CH:15][CH:16]=[CH:17][CH:18]=3)[CH2:13][C@@H:12]2O)=[N:6][C:7]=1[CH2:8][CH3:9].C(C1C(NC2C3C(=C[C:39]([O:43]C)=CC=3)CC2)=NC(CC)=CN=1)C>>[Br:1][C:2]1[N:3]=[C:4]([CH2:21][CH3:22])[C:5]([NH:10][CH:11]2[C:19]3[C:14](=[CH:15][C:16]([O:43][CH3:39])=[CH:17][CH:18]=3)[CH2:13][CH2:12]2)=[N:6][C:7]=1[CH2:8][CH3:9]. Reported procedure: Following the procedure for the preparation of (1R,2S)-1-[(5-bromo-3,6-diethylpyrazin-2-yl)amino]-2,3-dihydro-1H-inden-2-ol but substituting 3,6-diethyl-N-(5-methoxy-2,3-dihydro-1H-inden-1-yl)pyrazin-2-amine and making non-critical variations provided the title compound as a oil: 1H NMR (CDCl3) δ 1.29, 1.89, 2.56, 2.70, 2.83, 2.87, 3.00, 3.83, 4.49, 5.61, 6.81, 6.85, 7.23; HRMS (FAB) calcd for C18H22BrN3O+H 376.1025, found 376.1008. Starting materials: FC=1C=C(C=CC1)NC(=O)C=1NC(=CC1)C1=NNC2=CC=C(C=C12)C(F)(F)F (5-(5-Trifluoromethyl-1H-indazol-3-yl)-1H-pyrrole-2-carboxylic acid (3-fluoro-phenyl)-amide), ClC1=C(C(=O)Cl)C=CC(=C1)[N+](=O)[O-] (2-chloro-4-nitro-benzoyl chloride), [Sn](Cl)(Cl)(Cl)Cl (tin (IV) chloride). Run in C1=CC=CC=C1 (benzene). Conditions: time 5 hour. Product: FC=1C=C(C=CC1)NC(=O)C=1NC(=CC1)C(C1=C(C=C(C=C1)[N+](=O)[O-])Cl)=O (5-(2-chloro-4-nitro-benzoyl)-1H-pyrrole-2-carboxylic acid (3-fluoro-phenyl)-amide). Isolated yield 7.1%. As a reaction SMILES: [F:1][C:2]1[CH:3]=[C:4]([NH:8][C:9]([C:11]2[NH:12][C:13](C3C4C(=CC=C(C(F)(F)F)C=4)NN=3)=[CH:14][CH:15]=2)=[O:10])[CH:5]=[CH:6][CH:7]=1.[Cl:29][C:30]1[CH:38]=[C:37]([N+:39]([O-:41])=[O:40])[CH:36]=[CH:35][C:31]=1[C:32](Cl)=[O:33].[Sn](Cl)(Cl)(Cl)Cl>C1C=CC=CC=1>[F:1][C:2]1[CH:3]=[C:4]([NH:8][C:9]([C:11]2[NH:12][C:13]([C:32](=[O:33])[C:31]3[CH:35]=[CH:36][C:37]([N+:39]([O-:41])=[O:40])=[CH:38][C:30]=3[Cl:29])=[CH:14][CH:15]=2)=[O:10])[CH:5]=[CH:6][CH:7]=1. Procedure details: To a mixture of 1H-pyrrole-2-carboxylic acid (3-fluoro-phenyl)-amide (1 g, 4.9 mmol) (Example 55) and 2-chloro-4-nitro-benzoyl chloride (1.5 g, 6.8 mmol) (Aldrich, Milwaukee, Wis.) in benzene (10 mL) at room temperature, was added a solution of tin (IV) chloride (1.4 mL). After stirring at room temperature for 5 hours and the usual work-up, the residue was purified on a silica gel column to give 135 mg of 5-(2-chloro-4-nitro-benzoyl)-1H-pyrrole-2-carboxylic acid (3-fluoro-phenyl)-amide as a whit... Starting materials: O1C(=NC2=C1C=CC=C2)N2[C@@H](CCCC2)C(=O)NC2CCNCC2 ((2S)-1-(1,3-benzoxazol-2-yl)-N2-(4-piperidinyl)-2-piperidinecarboxamide), C(C1=CC=CC=C1)Br (benzyl bromide). Product: title compound, N (ammonia), O1C(=NC2=C1C=CC=C2)N2[C@@H](CCCC2)C(=O)NC2CCN(CC2)CC2=CC=CC=C2 ((2S)-1-(1,3-benzoxazol-2-yl)-N2-(1-benzyl-4-piperidinyl)-2-piperidinecarboxamide). Reaction SMILES: [O:1]1[C:5]2[CH:6]=[CH:7][CH:8]=[CH:9][C:4]=2[N:3]=[C:2]1[N:10]1[CH2:15][CH2:14][CH2:13][CH2:12][C@H:11]1[C:16]([NH:18][CH:19]1[CH2:24][CH2:23][NH:22][CH2:21][CH2:20]1)=[O:17].[CH2:25](Br)[C:26]1[CH:31]=[CH:30][CH:29]=[CH:28][CH:27]=1>>[NH3:3].[O:1]1[C:5]2[CH:6]=[CH:7][CH:8]=[CH:9][C:4]=2[N:3]=[C:2]1[N:10]1[CH2:15][CH2:14][CH2:13][CH2:12][C@H:11]1[C:16]([NH:18][CH:19]1[CH2:20][CH2:21][N:22]([CH2:25][C:26]2[CH:31]=[CH:30][CH:29]=[CH:28][CH:27]=2)[CH2:23][CH2:24]1)=[O:17]. Procedure details: The title compound was prepared by a similar method to Example 6 from (2S)-1-(1,3-benzoxazol-2-yl)-N2-(4-piperidinyl)-2-piperidinecarboxamide [see Example 31] and benzyl bromide. The crude product was purified by column chromatography on silica gel eluting with a solvent system of 93:7:1, by volume, dichloromethane:methanol:0.88 aqueous ammonia solution to afford (2S)-1-(1,3-benzoxazol-2-yl)-N2-(1-benzyl-4-piperidinyl)-2-piperidinecarboxamide as an oil. Starting materials: CC1(OB(OC1(C)C)C=1C=NNC1)C (4-(4,4,5,5-tetramethyl-1,3,2-dioxaborolan-2-yl)-1H-pyrazole), C(#N)C=C1CCN(CC1)C(=O)OC(C)(C)C (tert-butyl 4-(cyanomethylene)piperidine-1-carboxylate), N12CCCCCC2=NCCC1 (1,8-diazabicyclo[5.4.0]undec-7-ene). Solvent: C(C)#N (acetonitrile). Conditions: time 8 hour. Product: C(#N)CC1(CCN(CC1)C(=O)OC(C)(C)C)N1N=CC(=C1)B1OC(C(O1)(C)C)(C)C (tert-butyl 4-(cyanomethyl)-4-(4-(4,4,5,5-tetramethyl-1,3,2-dioxaborolan-2-yl)-1H-pyrazol-1-yl)piperidine-1-carboxylate). The yield is 61.4%. RXN SMILES: [CH3:1][C:2]1([CH3:14])[C:6]([CH3:8])([CH3:7])[O:5][B:4]([C:9]2[CH:10]=[N:11][NH:12][CH:13]=2)[O:3]1.[C:15]([CH:17]=[C:18]1[CH2:23][CH2:22][N:21]([C:24]([O:26][C:27]([CH3:30])([CH3:29])[CH3:28])=[O:25])[CH2:20][CH2:19]1)#[N:16].N12CCCN=C1CCCCC2>C(#N)C>[C:15]([CH2:17][C:18]1([N:12]2[CH:13]=[C:9]([B:4]3[O:5][C:6]([CH3:7])([CH3:8])[C:2]([CH3:14])([CH3:1])[O:3]3)[CH:10]=[N:11]2)[CH2:19][CH2:20][N:21]([C:24]([O:26][C:27]([CH3:30])([CH3:29])[CH3:28])=[O:25])[CH2:22][CH2:23]1)#[N:16]. Reported procedure: To a solution of 4-(4,4,5,5-tetramethyl-1,3,2-dioxaborolan-2-yl)-1H-pyrazole (4.3 g, 0.022 mol) in acetonitrile (50 mL) was added tert-butyl 4-(cyanomethylene)piperidine-1-carboxylate (4.9 g, 0.022 mol), followed by 1,8-diazabicyclo[5.4.0]undec-7-ene (3.3 mL, 0.022 mol). The resulting mixture was stirred at room temperature overnight. After being evaporated to dryness, the residue was purified on silica gel, eluting with 0-100% EtOAc in hexanes, to give the desired product (5.62 g, 61%). LCMS (M... The reactants are C(C)OC(=O)C1C(C1)C(C1=C(C=CC(=C1)C#N)F)=O (2-(5-cyano-2-fluoro-benzoyl)-cyclopropanecarboxylic acid ethyl ester), C1(=CC=C(C=C1)S(=O)(=O)NN)C (p-toluenesulfonhydrazide), C(C)O (ethanol). Product: C(C)OC(=O)C1C(C1)C(=CNS(=O)(=O)C1=CC=C(C=C1)C)C1=C(C=CC(=C1)C#N)F (2-[1-(5-cyano-2-fluoro-phenyl)-2-(toluene-4-sulfonylamino)-vinyl]-cyclopropanecarboxylic acid ethyl ester). Isolated yield 66.0%. Reaction SMILES: [CH2:1]([O:3][C:4]([CH:6]1[CH2:8][CH:7]1[C:9](=O)[C:10]1[CH:15]=[C:14]([C:16]#[N:17])[CH:13]=[CH:12][C:11]=1[F:18])=[O:5])[CH3:2].[C:20]1([CH3:31])[CH:25]=[CH:24][C:23]([S:26]([NH:29]N)(=[O:28])=[O:27])=[CH:22][CH:21]=1.[CH2:32](O)C>>[CH2:1]([O:3][C:4]([CH:6]1[CH2:8][CH:7]1[C:9]([C:10]1[CH:15]=[C:14]([C:16]#[N:17])[CH:13]=[CH:12][C:11]=1[F:18])=[CH:32][NH:29][S:26]([C:23]1[CH:24]=[CH:25][C:20]([CH3:31])=[CH:21][CH:22]=1)(=[O:28])=[O:27])=[O:5])[CH3:2]. Procedure details: 2-(5-cyano-2-fluoro-benzoyl)-cyclopropanecarboxylic acid ethyl ester (1.62 g, 6.2 mmol) and p-toluenesulfonhydrazide (2.31 g, 12.4 mmol) were refluxed in 50 mL ethanol for 36 h. The reaction was concentrated in vacuo, then purified by flash chromatography on silica gel using ethyl acetate/hexane (0-25%) as the eluent to give 2-[1-(5-cyano-2-fluoro-phenyl)-2-(toluene-4-sulfonylamino)-vinyl]-cyclopropanecarboxylic acid ethyl ester (1.77 g, 66%) as a mixture of cis and trans isomers. 1H NMR (500 MH...